From a dataset of the Open Reaction Database (ORD), a public repository of structured organic reaction records. describe an organic reaction: reactants, conditions, products, and yield The reactants are O.C1(=CC=C(C=C1)S(=O)(=O)O)C (p-toluenesulfonic acid monohydrate), O (water), N[C@@H](CC(C)C)C(=O)O (leucine), C(C1=CC=CC=C1)O (benzyl alcohol). Solvent: 3. Yields the product C1(=CC=C(C=C1)S(=O)(=O)O)C.C(C1=CC=CC=C1)OC([C@@H](N)CC(C)C)=O (leucine benzyl ester p-toluene sulfonate). Isolated yield 93.9%. As a reaction SMILES: O.[C:2]1([CH3:12])[CH:7]=[CH:6][C:5]([S:8]([OH:11])(=[O:10])=[O:9])=[CH:4][CH:3]=1.O.[NH2:14][C@H:15]([C:20]([OH:22])=[O:21])[CH2:16][CH:17]([CH3:19])[CH3:18].[CH2:23](O)[C:24]1[CH:29]=[CH:28][CH:27]=[CH:26][CH:25]=1>>[C:2]1([CH3:12])[CH:3]=[CH:4][C:5]([S:8]([OH:11])(=[O:9])=[O:10])=[CH:6][CH:7]=1.[CH2:23]([O:21][C:20](=[O:22])[C@H:15]([CH2:16][CH:17]([CH3:19])[CH3:18])[NH2:14])[C:24]1[CH:29]=[CH:28][CH:27]=[CH:26][CH:25]=1 |f:0.1,5.6|. Reported procedure: In a 200 ml 3 neck flask equipped with a Dean and Stark trap, reflux condenser (with drying tube attached), and mechanical stirrer, 15 grams (0.0789 mole) of p-toluenesulfonic acid monohydrate is refluxed until one equivalent of water is released. At this point 10 grams (0.07634 mole) leucine and 17.0 grams (0.15 mole) benzyl alcohol are added. The mixture is refluxed for 4 hours and allowed to cool to room temperature. The solvents are removed in vacuo and a white, solid residue is produced. Th... Starting materials: NC1=C(C=NN1C1=CC=C(C=C1)F)C(=O)NCC(C(F)(F)F)(CNC)O (5-amino-1-(4-fluorophenyl)-N-{3,3,3-trifluoro-2-hydroxy-2-[(methylamino)methyl]propyl}-1H-pyrazole-4-carboxamide), FC1=C(C(=O)O)C(=CC=C1)F (2,6-difluorobenzoic acid). The product is NC1=C(C=NN1C1=CC=C(C=C1)F)C(=O)NCC(C(F)(F)F)(O)CN(C)C(=O)C1=C(C=CC=C1F)F (5-Amino-N-(2-{[[(2,6-difluorophenyl)carbonyl](methyl)amino]methyl}-3,3,3-trifluoro-2-hydroxypropyl)-1-(4-fluorophenyl)-1H-pyrazole-4-carboxamide). RXN SMILES: [NH2:1][C:2]1[N:6]([C:7]2[CH:12]=[CH:11][C:10]([F:13])=[CH:9][CH:8]=2)[N:5]=[CH:4][C:3]=1[C:14]([NH:16][CH2:17][C:18]([OH:26])([CH2:23][NH:24][CH3:25])[C:19]([F:22])([F:21])[F:20])=[O:15].[F:27][C:28]1[CH:36]=[CH:35][CH:34]=[C:33]([F:37])[C:29]=1[C:30](O)=[O:31]>>[NH2:1][C:2]1[N:6]([C:7]2[CH:8]=[CH:9][C:10]([F:13])=[CH:11][CH:12]=2)[N:5]=[CH:4][C:3]=1[C:14]([NH:16][CH2:17][C:18]([CH2:23][N:24]([C:30]([C:29]1[C:28]([F:27])=[CH:36][CH:35]=[CH:34][C:33]=1[F:37])=[O:31])[CH3:25])([OH:26])[C:19]([F:22])([F:21])[F:20])=[O:15]. Procedure: Similarly prepared to Example 6 from 5-amino-1-(4-fluorophenyl)-N-{3,3,3-trifluoro-2-hydroxy-2-[(methylamino)methyl]propyl}-1H-pyrazole-4-carboxamide and 2,6-difluorobenzoic acid. Reactants: Fc1ccc(-c2cnc(N3CCN(Cc4ccccc4)CC3)[nH]2)cc1C(F)(F)F, CO, O=CO, [NH4+]. The product is Fc1ccc(-c2cnc(N3CCNCC3)[nH]2)cc1C(F)(F)F. As a reaction SMILES: [CH2:1]([c:2]1[cH:3][cH:4][cH:5][cH:6][cH:7]1)[N:8]1[CH2:9][CH2:10][N:11]([c:14]2[nH:15][c:16](-[c:19]3[cH:20][c:21]([C:26]([F:27])([F:28])[F:29])[c:22]([F:25])[cH:23][cH:24]3)[cH:17][n:18]2)[CH2:12][CH2:13]1.[CH3:30][OH:31].[CH:33]([OH:34])=[O:35].[NH4+:32]>>[NH:8]1[CH2:9][CH2:10][N:11]([c:14]2[nH:15][c:16](-[c:19]3[cH:20][c:21]([C:26]([F:27])([F:28])[F:29])[c:22]([F:25])[cH:23][cH:24]3)[cH:17][n:18]2)[CH2:12][CH2:13]1. Reactants: C(C=1C(S)=CC=CC1)(=O)O (thiosalicylic acid), IC1=CC=C(C=C1)OC (4-iodoanisole), C([O-])([O-])=O.[K+].[K+] (potassium carbonate). The reagents and catalysts are [Cu] (copper). Run in CN1C(CCC1)=O (N-methylpyrrolidinone). Reaction conditions: temperature 165 celsius. Product: COC1=CC=C(C=C1)SC1=C(C(=O)O)C=CC=C1 (2-(4-methoxyphenylthio)benzoic acid). Reaction SMILES: [C:1]([OH:10])(=[O:9])[C:2]1[C:3](=[CH:5][CH:6]=[CH:7][CH:8]=1)[SH:4].I[C:12]1[CH:17]=[CH:16][C:15]([O:18][CH3:19])=[CH:14][CH:13]=1.C(=O)([O-])[O-].[K+].[K+]>[Cu].CN1CCCC1=O>[CH3:19][O:18][C:15]1[CH:16]=[CH:17][C:12]([S:4][C:3]2[CH:5]=[CH:6][CH:7]=[CH:8][C:2]=2[C:1]([OH:10])=[O:9])=[CH:13][CH:14]=1 |f:2.3.4|. Procedure details: First, 2-(4-methoxyphenylthio)benzoic acid was prepared. A stirred mixture of thiosalicylic acid (10.0 g, 65 mmol), 4-iodoanisole (15.18 g, 65 mmol), potassium carbonate (19.72 g, 143 mmol), copper powder (0.82 g, 13 mmol), and N-methylpyrrolidinone (100 mL) was deaerated by sparging with nitrogen for 10 min, heated at 165° C. for 18 h, and then cooled to ambient. The reaction mixture was poured onto a mixture of 500 g of ice plus 40 mL or concentrated HCl. The resulting precipitate was collecte... The reactants are C(C)OC(=O)C1NC2=CC=C(C=C2C1)OC (5-methoxyindoline-2-carboxylic acid ethyl ester), C([O-])([O-])=O.[K+].[K+] (potassium carbonate), C(C)(=O)SCC(C(=O)Cl)C (3-acetylthio-2-methylpropanoyl chloride). Solvent: C(Cl)Cl (methylene chloride), C(Cl)Cl (methylene chloride). Reaction conditions: time 2 hour. The product is C(C)OC(=O)C1N(C2=CC=C(C=C2C1)OC)C(C(CSC(C)=O)C)=O (1-(3-acetylthio-2-methylpropanoyl)-5-methoxyindoline-2-carboxylic acid ethyl ester). As a reaction SMILES: [CH2:1]([O:3][C:4]([CH:6]1[CH2:14][C:13]2[C:8](=[CH:9][CH:10]=[C:11]([O:15][CH3:16])[CH:12]=2)[NH:7]1)=[O:5])[CH3:2].C(=O)([O-])[O-].[K+].[K+].[C:23]([S:26][CH2:27][CH:28]([CH3:32])[C:29](Cl)=[O:30])(=[O:25])[CH3:24]>C(Cl)Cl>[CH2:1]([O:3][C:4]([CH:6]1[CH2:14][C:13]2[C:8](=[CH:9][CH:10]=[C:11]([O:15][CH3:16])[CH:12]=2)[N:7]1[C:29](=[O:30])[CH:28]([CH3:32])[CH2:27][S:26][C:23](=[O:25])[CH3:24])=[O:5])[CH3:2] |f:1.2.3|. Procedure: To the stirred mixture of 4.0 g of 5-methoxyindoline-2-carboxylic acid ethyl ester, 5.0 g of powdered potassium carbonate and 50 ml of methylene chloride, 3.3 g of 3-acetylthio-2-methylpropanoyl chloride in 10 ml of methylene chloride are added during 1 minute. After stirring for 2 hours at reflux the mixture is cooled to room temperature and partitioned between 50 ml of water and 100 ml of diethyl ether. The organic layer is washed with 50 ml of water, 50 ml of 1N hydrochloric acid and 50 ml of... Starting materials: CC(=O)OC(C)=O, CCOC(=O)c1cnn(CCOS(C)(=O)=O)c1N, CC(C)OC(C)C, O=CO. Product: CCOC(=O)c1cnn(CCOS(C)(=O)=O)c1NC=O. RXN SMILES: [CH3:1][C:2](=[O:3])[O:4][C:5](=[O:6])[CH3:7].[CH3:8][S:9](=[O:10])(=[O:11])[O:12][CH2:13][CH2:14][n:15]1[n:16][cH:17][c:18]([C:21](=[O:22])[O:23][CH2:24][CH3:25])[c:19]1[NH2:20].[CH:26]([O:27][CH:28]([CH3:29])[CH3:30])([CH3:31])[CH3:32].[CH:33]([OH:34])=[O:35]>>[CH:2](=[O:3])[NH:20][c:19]1[n:15]([CH2:14][CH2:13][O:12][S:9]([CH3:8])(=[O:10])=[O:11])[n:16][cH:17][c:18]1[C:21](=[O:22])[O:23][CH2:24][CH3:25]. The product is BrCCC=1C(OC2=CC=C(C=C2C1C)O)=O (3-(2-bromoethyl)-6-hydroxy-4-methyl-2H-chromen-2-one). Reported procedure: To a solution of resorcinol (7.03 g, 64.0 mmol) in a solution consisting of HBr (104 mL, 422 mmol) and glacial acetic acid (10 mL) at 0° C. was slowly added 2-acetylbutyrolactone (5.8 mL, 54 mmol). The mixture was warmed to ambient temperature and then heated to reflux for 2 hours. The mixture was cooled to ambient temperature and diluted with water (350 mL). The mixture was filtered and the solid dried in vacuo overnight to give the titled compound (15.5 g, 85%). 1H NMR (300 MHz, CD3OD) δ 10.5 ... Starting materials: C1(O)=CC(O)=CC=C1 (resorcinol), C(C)(=O)C1C(=O)OCC1 (2-acetylbutyrolactone), Br (HBr), C(C)(=O)O (acetic acid). Reaction SMILES: [C:1]1([CH:8]=[CH:7][CH:6]=[C:4]([OH:5])[CH:3]=1)O.[BrH:9].C(O)(=[O:12])C.[C:14]([CH:17]1[CH2:22][CH2:21]O[C:18]1=[O:19])(=O)[CH3:15]>O>[Br:9][CH2:21][CH2:22][C:17]1[C:18](=[O:19])[O:5][C:4]2[C:6]([C:14]=1[CH3:15])=[CH:7][C:8]([OH:12])=[CH:1][CH:3]=2. The solvent is O (water). The yield is 85.0%.